This data is from the Open Reaction Database (ORD), a public repository of structured organic reaction records. The task is: describe an organic reaction: reactants, conditions, products, and yield The reactants are O=C(OOC(=O)c1ccccc1)c1ccccc1, COC(=O)c1sccc1C, ClC(Cl)(Cl)Cl, O=C1CCC(=O)N1Br, O. Product: COC(=O)c1sccc1CBr. As a reaction SMILES: [C:19]([O:20][O:21][C:22](=[O:23])[c:24]1[cH:25][cH:26][cH:27][cH:28][cH:29]1)(=[O:30])[c:31]1[cH:32][cH:33][cH:34][cH:35][cH:36]1.[CH3:1][O:2][C:3](=[O:4])[c:5]1[s:6][cH:7][cH:8][c:9]1[CH3:10].[Cl:38][C:39]([Cl:40])([Cl:41])[Cl:42].[O:11]=[C:12]1[N:13]([Br:18])[C:14](=[O:15])[CH2:16][CH2:17]1.[OH2:37]>>[CH3:1][O:2][C:3](=[O:4])[c:5]1[s:6][cH:7][cH:8][c:9]1[CH2:10][Br:18].